Dataset: the Open Reaction Database (ORD), a public repository of structured organic reaction records. Task: describe an organic reaction: reactants, conditions, products, and yield Starting materials: Cl (HCl), COC1=CC=C(C=N1)NC1=NC=C(C=O)C=C1C1=C2N=CN(C2=NC(=N1)C)C1OCCCC1 (6-(6-Methoxypyridin-3-ylamino)-5-(2-methyl-9-(tetrahydro-2H-pyran-2-yl)-9H-purin-6-yl)nicotinaldehyde), C(=O)(C(F)(F)F)O (TFA), [BH4-].[Na+] (sodium borohydride), C(C)(C)(C)N (tert-butylamine). The reagents and catalysts are C(C)(C)O[Ti](OC(C)C)(OC(C)C)OC(C)C (tetraisopropoxytitanium). Run in CO (MeOH), CO (MeOH), C(Cl)Cl (DCM), CO (MeOH), C(C)O (ethanol), C(Cl)Cl (CH2Cl2). Run at time 20 minute. Product: C(C)(C)(C)NCC=1C=C(C(=NC1)NC=1C=NC(=CC1)OC)C1=C2N=CNC2=NC(=N1)C (5-((tert-butylamino)methyl)-N-(6-methoxypyridin-3-yl)-3-(2-methyl-9H-purin-6-yl)pyridin-2-amine). Yield: 54.8%. As a reaction SMILES: [CH3:1][O:2][C:3]1[N:8]=[CH:7][C:6]([NH:9][C:10]2[C:17]([C:18]3[N:26]=[C:25]([CH3:27])[N:24]=[C:23]4[C:19]=3[N:20]=[CH:21][N:22]4C3CCCCO3)=[CH:16][C:13]([CH:14]=O)=[CH:12][N:11]=2)=[CH:5][CH:4]=1.[C:34]([NH2:38])([CH3:37])([CH3:36])[CH3:35].[BH4-].[Na+].Cl.C(O)(C(F)(F)F)=O>C(Cl)Cl.C(O)C.CO.C(O[Ti](OC(C)C)(OC(C)C)OC(C)C)(C)C>[C:34]([NH:38][CH2:14][C:13]1[CH:16]=[C:17]([C:18]2[N:26]=[C:25]([CH3:27])[N:24]=[C:23]3[C:19]=2[N:20]=[CH:21][NH:22]3)[C:10]([NH:9][C:6]2[CH:7]=[N:8][C:3]([O:2][CH3:1])=[CH:4][CH:5]=2)=[N:11][CH:12]=1)([CH3:37])([CH3:36])[CH3:35] |f:2.3|. Procedure: 6-(6-Methoxypyridin-3-ylamino)-5-(2-methyl-9-(tetrahydro-2H-pyran-2-yl)-9H-purin-6-yl)nicotinaldehyde (99.5 mg, 0.223 mmol) was suspended in CH2Cl2 (1.5 mL) and ethanol (1.5 mL), and tert-butylamine (0.075 mL, 0.71 mmol) and tetraisopropoxytitanium (0.20 mL, 0.68 mmol) were added. The reaction was stirred under nitrogen at room temperature for 20 min, and then was fitted with a reflux condenser and put in a preheated oil bath (about 50° C.) and stirred for 90 min. Then, the reaction was cooled t... The reactants are [N+](=O)([O-])C1=CC=C(C=C1)C1=NC2=CC=CC=C2C(=C1)OCC(=O)N1CCOCC1 (4-{[2-(4-Nitrophenyl)-4-quinolyl]oxyacetyl}morpholine), solution. The reagents and catalysts are Cl (hydrochloric acid), C (charcoal). Run in C(C)(C)O (isopropanol), CO (methanol). Run at time 30 minute. Yields the product NC1=CC=C(C=C1)C1=NC2=CC=CC=C2C(=C1)OCC(=O)N1CCOCC1 (4-{[2-(4-Aminophenyl)-4-quinolyl]oxyacetyl}morpholine). Yield: 28.9%. As a reaction SMILES: [N+:1]([C:4]1[CH:9]=[CH:8][C:7]([C:10]2[CH:19]=[C:18]([O:20][CH2:21][C:22]([N:24]3[CH2:29][CH2:28][O:27][CH2:26][CH2:25]3)=[O:23])[C:17]3[C:12](=[CH:13][CH:14]=[CH:15][CH:16]=3)[N:11]=2)=[CH:6][CH:5]=1)([O-])=O>CO.Cl.C(O)(C)C.C>[NH2:1][C:4]1[CH:5]=[CH:6][C:7]([C:10]2[CH:19]=[C:18]([O:20][CH2:21][C:22]([N:24]3[CH2:29][CH2:28][O:27][CH2:26][CH2:25]3)=[O:23])[C:17]3[C:12](=[CH:13][CH:14]=[CH:15][CH:16]=3)[N:11]=2)=[CH:8][CH:9]=1. Procedure details: 4-{[2-(4-Nitrophenyl)-4-quinolyl]oxyacetyl}morpholine (3.93 g), prepared according to Example 31, dissolved in methanol (80 cc) is hydrogenated at 40° C. for 30 minutes and then at room temperature (approximately 20° C.) and under atmospheric pressure in the presence of a 5N solution (4 cc) of hydrochloric acid in isopropanol and palladinized charcoal (10% Pd) (0.4 g) as catalyst. After absorption of the theoretical amount of hydrogen, normal sodium hydroxide solution (25 cc) is added to the rea...